From a dataset of the Open Reaction Database (ORD), a public repository of structured organic reaction records. describe an organic reaction: reactants, conditions, products, and yield Reactants: NC=1SC(=NN1)S (2-amino-5-mercapto-1,3,4-thiadiazole), [OH-].[Na+] (sodium hydroxide), C(C1=CC=CC=C1)Cl (benzyl chloride). Run in O (water), C(C)O (ethanol), O (water). Run at temperature 50 celsius, time 1 hour. Product: NC=1SC(=NN1)SCC1=CC=CC=C1 (2-amino-5-benzylthio-1,3,4-thiadiazole). Yield: 94.0%. Reaction SMILES: [NH2:1][C:2]1[S:3][C:4]([SH:7])=[N:5][N:6]=1.[OH-].[Na+].[CH2:10](Cl)[C:11]1[CH:16]=[CH:15][CH:14]=[CH:13][CH:12]=1>O.C(O)C>[NH2:1][C:2]1[S:3][C:4]([S:7][CH2:10][C:11]2[CH:16]=[CH:15][CH:14]=[CH:13][CH:12]=2)=[N:5][N:6]=1 |f:1.2|. Reported procedure: In a mixture of 40 ml of water and 45 ml of ethanol, 21.1 g of 2-amino-5-mercapto-1,3,4-thiadiazole and 6.9 g of sodium hydroxide were dissolved. To this solution, 19.6 g of benzyl chloride was added, and the mixture was stirred at 50° C. for 1 hour. After cooling, water was added to the reaction mixture, the formed precipitate was separated by filtration and washed with water and an ethanol/n-hexane (1:1) mixture respectively. The thus treated precipitate was dried under reduced pressure, and t... Starting materials: [H-].[Na+] (NaH), OC=1C=C(C#N)C=CC1O (3,4-dihydroxybenzonitrile), BrCCCCl (1-bromo-3-chloropropane). Run in CN(C)C=O (DMF). Run at time 15 minute. Yields the product ClCCCOC1=C(C=C(C#N)C=C1)O (4-(3-Chloropropoxy)-3-hydroxybenzonitrile). Yield: 31.9%. As a reaction SMILES: [H-].[Na+].[OH:3][C:4]1[CH:5]=[C:6]([CH:9]=[CH:10][C:11]=1[OH:12])[C:7]#[N:8].Br[CH2:14][CH2:15][CH2:16][Cl:17]>CN(C=O)C>[Cl:17][CH2:16][CH2:15][CH2:14][O:12][C:11]1[CH:10]=[CH:9][C:6]([C:7]#[N:8])=[CH:5][C:4]=1[OH:3] |f:0.1|. Reported procedure: NaH (0.20 g; 8.14 mmol) was added to a room temperature solution of 3,4-dihydroxybenzonitrile (1.00 g; 7.40 mmol) in DMF. After stirring for 15 minutes, 1-bromo-3-chloropropane (1.3 g; 8.14 mmol) was added to the mixture. The reaction was stirred for 40 h at room temperature, and then quenched with water and extracted with EtOAc (100 mL). The EtOAc extract was washed with brine (4×100 mL), dried over Na2SO4 and concentrated in vacuo. The resulting crude product was chromatographed on a column of... Run in [O-2].[O-2].[O-2].[Cr+6] (chromium trioxide), CC(=O)C (acetone), S(O)(O)(=O)=O (sulphuric acid). Run at time 40 minute. Starting materials: C(C)(=O)OCC (ethyl acetate), C(C)(C)O (isopropanol), C(C)(C)(C)OC(N[C@@H](CO)C=C(CP(=O)(OC)OC)C)=O (N-((2R)-5-dimethylphosphono-1-hydroxy-4-methyl-3-penten-2-yl)-carbamic acid tert.-butyl ester). The product is C(C)(C)(C)OC(=O)N[C@@H](C(=O)O)C=C(CP(=O)(OC)OC)C ((2R)-2-tert.-butoxycarbonylamino-5-dimethylphosphono-4-methyl-3-pentenoicacid). Reported procedure: To a solution of 0.323 g of 8 in 10 ml of acetone there is added 0.77 ml ofa solution that is 3.25 molar in chromium trioxide and 5.29 molar in sulphuric acid. The mixture is stirred at room temperature for 40 minutes and then there are added 2 ml of isopropanol followed by 50 ml of ethyl acetate. 0.1 g of activated carbon is then added to the mixture. After 10 minutes, the mixture is filtered and washed with 50 ml of ethyl acetate. The filtrate is extracted three times with 50 ml of 10% sodium ... Reaction SMILES: [C:1]([O:5][C:6](=[O:21])[NH:7][C@H:8]([CH:11]=[C:12]([CH3:20])[CH2:13][P:14]([O:18][CH3:19])([O:16][CH3:17])=[O:15])[CH2:9][OH:10])([CH3:4])([CH3:3])[CH3:2].C([OH:25])(C)C.C(OCC)(=O)C>CC(C)=O.[O-2].[O-2].[O-2].[Cr+6].S(=O)(=O)(O)O>[C:1]([O:5][C:6]([NH:7][C@H:8]([CH:11]=[C:12]([CH3:20])[CH2:13][P:14]([O:16][CH3:17])([O:18][CH3:19])=[O:15])[C:9]([OH:25])=[O:10])=[O:21])([CH3:3])([CH3:4])[CH3:2] |f:4.5.6.7|. Starting materials: CN1CC(=O)Nc2ncc(C=CC(=O)O)cc2C1, CNCc1sc2ccccc2c1C, CCCc1c(CNC)ccc2ccccc12, Cl, Cl, CN1CCN(Cc2cc(C=CC(=O)O)cnc2N)CC1. Product: Cl, Cc1c(CN(C)C(=O)C=Cc2cnc(N)c(CN3CCN(C)CC3)c2)sc2ccccc12. As a reaction SMILES: [CH3:23][N:24]1[CH2:25][c:26]2[cH:27][c:28]([CH:29]=[CH:30][C:31]([OH:32])=[O:33])[cH:34][n:35][c:36]2[NH:37][C:38](=[O:39])[CH2:40]1.[CH3:41][NH:42][CH2:43][c:44]1[c:45]([CH3:53])[c:46]2[c:47]([s:48]1)[cH:49][cH:50][cH:51][cH:52]2.[CH3:54][NH:55][CH2:56][c:57]1[cH:58][cH:59][c:60]2[c:61]([cH:62][cH:63][cH:64][cH:65]2)[c:66]1[CH2:67][CH2:68][CH3:69].[ClH:1].[ClH:22].[NH2:2][c:3]1[c:4]([CH2:14][N:15]2[CH2:16][CH2:17][N:18]([CH3:21])[CH2:19][CH2:20]2)[cH:5][c:6]([CH:9]=[CH:10][C:11](=[O:12])[OH:13])[cH:7][n:8]1>>[ClH:1].[NH2:2][c:3]1[c:4]([CH2:14][N:15]2[CH2:16][CH2:17][N:18]([CH3:21])[CH2:19][CH2:20]2)[cH:5][c:6]([CH:9]=[CH:10][C:11](=[O:13])[N:42]([CH3:41])[CH2:43][c:44]2[c:45]([CH3:53])[c:46]3[c:47]([s:48]2)[cH:49][cH:50][cH:51][cH:52]3)[cH:7][n:8]1. The reactants are OC1=CC=C(C(C(=O)O)O)C=C1 (4-hydroxymandelic acid), Cl (hydrochloric acid), [Na] (sodium), C1CO1 (ethylene oxide). The reagents and catalysts are [OH-].[Na+] (sodium hydroxide). Solvent: O (water). Run at temperature 95 celsius. Product: OCCOC1=CC=C(C(C(=O)O)O)C=C1 (4-(2-hydroxyethoxy)mandelic acid). The yield is 89.3%. Reaction SMILES: [OH:1][C:2]1[CH:12]=[CH:11][C:5]([CH:6]([OH:10])[C:7]([OH:9])=[O:8])=[CH:4][CH:3]=1.[Na].[CH2:14]1[O:16][CH2:15]1.Cl>[OH-].[Na+].O>[OH:16][CH2:15][CH2:14][O:1][C:2]1[CH:12]=[CH:11][C:5]([CH:6]([OH:10])[C:7]([OH:9])=[O:8])=[CH:4][CH:3]=1 |f:4.5,^1:12|. Procedure: 1040.8 g (5.00 mol) of 4-hydroxymandelic acid, sodium salt monohydrate, 10.0 g (0.25 mol) of sodium hydroxide and 1000 ml of water are placed in an autoclave of 6.3 liter capacity. The autoclave is flushed with nitrogen and 330.4 g (7.50 mol) of ethylene oxide are then injected. The contents are slowly heated to 95° C. over a period of 2 hours with stirring and stirred at this temperature for another 2 hours. The still hot reaction mixture is poured into another vessel, acidified at 95° C. with ... Reactants: C(C)(C)(C)OC(=O)N1CC(C1)C(=O)O (1-(tert-butoxycarbonyl) azetidine-3-carboxylic acid), C(=O)(N1C=NC=C1)N1C=NC=C1 (1,1′-carbonyldiimidazole), O.NN (hydrazine hydrate). Run in ClCCl (dichloromethane), ClCCl (dichloromethane). Reaction conditions: time 30 minute. Product: C(C)(C)(C)OC(=O)N1CC(C1)C(=O)NN (3-hydrazinocarbonyl-azetidine-1-carboxylic acid tert-butyl ester). Reaction SMILES: [C:1]([O:5][C:6]([N:8]1[CH2:11][CH:10]([C:12]([OH:14])=O)[CH2:9]1)=[O:7])([CH3:4])([CH3:3])[CH3:2].C(N1C=CN=C1)(N1C=CN=C1)=O.O.[NH2:28][NH2:29]>ClCCl>[C:1]([O:5][C:6]([N:8]1[CH2:11][CH:10]([C:12]([NH:28][NH2:29])=[O:14])[CH2:9]1)=[O:7])([CH3:4])([CH3:3])[CH3:2] |f:2.3|. Procedure details: 1-(tert-butoxycarbonyl) azetidine-3-carboxylic acid (5 g, 24.8 mmol) was suspended in dichloromethane (15 mL) and 1,1′-carbonyldiimidazole (4.56 g, 28.1 mmol) was added in portions. The resulting mixture was stirred at rt for 30 minutes and then added dropwise to a solution of hydrazine hydrate (1.94 mL, 39.9 mmol) in dichloromethane (5 mL). After the addition was complete, the mixture was stirred for 30 min at rt. The reaction mixture was washed with saturated aqueous Na2CO3 solution (2×), brin...